Dataset: the Open Reaction Database (ORD), a public repository of structured organic reaction records. Task: describe an organic reaction: reactants, conditions, products, and yield Reactants: COP(=O)(C#Cc1c(-c2ccc(F)cc2)nc2ccccc2c1C(C)C)CC(O)CC(=O)O, [Li+], C1COCCO1, [OH-]. The product is CC(C)c1c(C#CP(=O)(O)CC(O)CC(=O)O)c(-c2ccc(F)cc2)nc2ccccc12. As a reaction SMILES: [F:1][c:2]1[cH:3][cH:4][c:5](-[c:8]2[n:9][c:10]3[cH:11][cH:12][cH:13][cH:14][c:15]3[c:16]([CH:31]([CH3:32])[CH3:33])[c:17]2[C:18]#[C:19][P:20](=[O:21])([CH2:22][CH:23]([CH2:24][C:25](=[O:26])[OH:27])[OH:28])[O:29][CH3:30])[cH:6][cH:7]1.[Li+:35].[O:36]1[CH2:37][CH2:38][O:39][CH2:40][CH2:41]1.[OH-:34]>>[F:1][c:2]1[cH:3][cH:4][c:5](-[c:8]2[n:9][c:10]3[cH:11][cH:12][cH:13][cH:14][c:15]3[c:16]([CH:31]([CH3:32])[CH3:33])[c:17]2[C:18]#[C:19][P:20](=[O:21])([CH2:22][CH:23]([CH2:24][C:25](=[O:26])[OH:27])[OH:28])[OH:29])[cH:6][cH:7]1. Starting materials: COC(=O)CCCOc1cc(O)ccc1C=O, COC(=O)COc1ccccc1CCl, O=C([O-])[O-], CN(C)C=O, [K+], [K+]. Yields the product COC(=O)CCCOc1cc(OCc2ccccc2OCC(=O)OC)ccc1C=O. Reaction SMILES: [C:15](=[O:16])([O:17][CH3:18])[CH2:19][CH2:20][CH2:21][O:22][c:23]1[c:24]([CH:25]=[O:26])[cH:27][cH:28][c:29]([OH:31])[cH:30]1.[C:1](=[O:2])([O:3][CH3:4])[CH2:5][O:6][c:7]1[c:8]([CH2:9][Cl:10])[cH:11][cH:12][cH:13][cH:14]1.[C:32](=[O:33])([O-:34])[O-:35].[CH3:38][N:39]([CH3:40])[CH:41]=[O:42].[K+:36].[K+:37]>>[C:1](=[O:2])([O:3][CH3:4])[CH2:5][O:6][c:7]1[c:8]([CH2:9][O:31][c:29]2[cH:28][cH:27][c:24]([CH:25]=[O:26])[c:23]([O:22][CH2:21][CH2:20][CH2:19][C:15](=[O:16])[O:17][CH3:18])[cH:30]2)[cH:11][cH:12][cH:13][cH:14]1. Starting materials: CC(=O)NC1=NN=C(S1)S(=O)(=O)N (acetazolamide), Cl (HCl), C(C)(=O)NC=1SC(=NN1)S(=O)(=O)N.C(C)(=O)N (acetamide 2-acetylamino-1,3,4-thiadiazole-5-sulfonamide), Cl (HCl). Run in CO (methanol). Reaction conditions: time 6 hour. Product: NC=1SC(=NN1)S(=O)(=O)N (2-amino-1,3,4-thiadiazole-5-sulfonamide). The yield is 85.0%. Reaction SMILES: C([NH:4][C:5]1[S:6][C:7]([S:10]([NH2:13])(=[O:12])=[O:11])=[N:8][N:9]=1)(=O)C.C(N)(=O)C.CC(NC1SC(S(N)(=O)=O)=NN=1)=O.Cl>CO>[NH2:4][C:5]1[S:6][C:7]([S:10]([NH2:13])(=[O:12])=[O:11])=[N:8][N:9]=1 |f:0.1|. Reported procedure: This is prepared by hydrolysis of the acetamide 2-acetylamino-1,3,4-thiadiazole-5-sulfonamide (acetazolamide). A slurry of 0.2 mol of acetazolamide in 600 mL of methanol is treated with 60 mL 12N HCl. This mixture is heated with stirring to reflux for 6 hours. Reaction progress is monitored using liquid chromatography. If reaction is not completed after 6 hours, another 30 mL of 12N HCl is added, and the mixture held at reflux for 2 hours. Methanol is then removed under reduced pressure. Product... The reactants are CCCCCCCCO, CCCCCCCCOc1ccc(-c2ccc(O)c(F)n2)cc1, CCOC(=O)N=NC(=O)OCC, C1CCOC1, c1ccc(P(c2ccccc2)c2ccccc2)cc1. Yields the product CCCCCCCCOc1ccc(-c2ccc(OCCCCCCCC)c(F)n2)cc1. As a reaction SMILES: [CH2:55]([CH2:56][CH2:57][CH2:58][CH2:59][CH2:60][CH2:61][CH3:62])[OH:63].[F:32][c:33]1[n:34][c:35](-[c:40]2[cH:41][cH:42][c:43]([O:46][CH2:47][CH2:48][CH2:49][CH2:50][CH2:51][CH2:52][CH2:53][CH3:54])[cH:44][cH:45]2)[cH:36][cH:37][c:38]1[OH:39].[O:1]=[C:2]([O:3][CH2:4][CH3:5])[N:6]=[N:7][C:8]([O:9][CH2:10][CH3:11])=[O:12].[O:64]1[CH2:65][CH2:66][CH2:67][CH2:68]1.[c:13]1([P:14]([c:15]2[cH:16][cH:17][cH:18][cH:19][cH:20]2)[c:21]2[cH:22][cH:23][cH:24][cH:25][cH:26]2)[cH:27][cH:28][cH:29][cH:30][cH:31]1>>[F:32][c:33]1[n:34][c:35](-[c:40]2[cH:41][cH:42][c:43]([O:46][CH2:47][CH2:48][CH2:49][CH2:50][CH2:51][CH2:52][CH2:53][CH3:54])[cH:44][cH:45]2)[cH:36][cH:37][c:38]1[O:39][CH2:55][CH2:56][CH2:57][CH2:58][CH2:59][CH2:60][CH2:61][CH3:62]. Reactants: CO, C=CC(COCOC)OCP(=O)(OC(C)C)OC(C)C, CC1(C)C2CCC1(CS(=O)(=O)O)C(=O)C2. Product: C=CC(CO)OCP(=O)(OC(C)C)OC(C)C. RXN SMILES: [CH3:36][OH:37].[CH:1]([CH3:2])([CH3:3])[O:4][P:5](=[O:6])([O:7][CH:8]([CH3:9])[CH3:10])[CH2:11][O:12][CH:13]([CH2:14][O:15][CH2:16][O:17][CH3:18])[CH:19]=[CH2:20].[O:21]=[S:22](=[O:23])([OH:24])[CH2:25][C:26]12[CH2:27][CH2:28][CH:29]([C:30]1([CH3:31])[CH3:32])[CH2:33][C:34]2=[O:35]>>[CH:1]([CH3:2])([CH3:3])[O:4][P:5](=[O:6])([O:7][CH:8]([CH3:9])[CH3:10])[CH2:11][O:12][CH:13]([CH2:14][OH:15])[CH:19]=[CH2:20]. Reactants: NC1CN2CCC1CC2 (3-Aminoquinuclidine), ClC=1C=C(C(=O)NC(=O)N)C=C(C1)Cl (3,5-dichlorobenzoylurea). Run in N1=CC=CC=C1 (pyridine). Yields the product N12CC(C(CC1)CC2)NC(=O)NC(C2=CC(=CC(=C2)Cl)Cl)=O (N-[[[1-azabicyclo[2.2.2]octan-3-yl]amino]carbonyl]-3,5-dichlorobenzamide). Isolated yield 28.8%. Reaction SMILES: [NH2:1][CH:2]1[CH:7]2[CH2:8][CH2:9][N:4]([CH2:5][CH2:6]2)[CH2:3]1.[Cl:10][C:11]1[CH:12]=[C:13]([CH:20]=[C:21]([Cl:23])[CH:22]=1)[C:14]([NH:16][C:17](N)=[O:18])=[O:15]>N1C=CC=CC=1>[N:4]12[CH2:9][CH2:8][CH:7]([CH2:6][CH2:5]1)[CH:2]([NH:1][C:17]([NH:16][C:14](=[O:15])[C:13]1[CH:20]=[C:21]([Cl:23])[CH:22]=[C:11]([Cl:10])[CH:12]=1)=[O:18])[CH2:3]2. Procedure details: 3-Aminoquinuclidine (1.26 g, 10 mmol) and 3,5-dichlorobenzoylurea (2.2 g, 9.44 mmol) in pyridine (15 ml) were stirred and refluxed overnight under nitrogen, filtered hot and allowed to cool to room temperature. The precipitated solid was collected, washed with ethyl acetate and dried to give the title compound (0.93 g) which was converted to the hydrochloride, monohydrate mp 253°-254° C.